From a dataset of the Open Reaction Database (ORD), a public repository of structured organic reaction records. describe an organic reaction: reactants, conditions, products, and yield Reactants: C(C)(=O)N1CCC2=CC(=CC=C12)Br (1-acetyl-5-bromoindoline), N1=CC=C(C=C1)B(O)O (4-pyridinylboronic acid), ClCCl (dichloromethane), P(=O)([O-])([O-])[O-].[K+].[K+].[K+] (potassium phosphate). Reagents/catalysts: C1=CC=C(C=C1)P([C-]2C=CC=C2)C3=CC=CC=C3.C1=CC=C(C=C1)P([C-]2C=CC=C2)C3=CC=CC=C3.Cl[Pd]Cl.[Fe+2] ([1,1′-bis-(diphenylphosphino)ferrocene]dichloropalladium(II)). Run in COCCOC (1,2-dimethoxyethane). Run at temperature 100 celsius, time 20 hour. Yields the product C(C)(=O)N1CCC2=CC(=CC=C12)C1=CC=NC=C1 (1-acetyl-5-(4-pyridinyl)indoline). Yield: 37.1%. As a reaction SMILES: [C:1]([N:4]1[C:12]2[C:7](=[CH:8][C:9](Br)=[CH:10][CH:11]=2)[CH2:6][CH2:5]1)(=[O:3])[CH3:2].[N:14]1[CH:19]=[CH:18][C:17](B(O)O)=[CH:16][CH:15]=1.ClCCl.P([O-])([O-])([O-])=O.[K+].[K+].[K+]>COCCOC.C1C=CC(P(C2C=CC=CC=2)[C-]2C=CC=C2)=CC=1.C1C=CC(P(C2C=CC=CC=2)[C-]2C=CC=C2)=CC=1.Cl[Pd]Cl.[Fe+2]>[C:1]([N:4]1[C:12]2[C:7](=[CH:8][C:9]([C:17]3[CH:18]=[CH:19][N:14]=[CH:15][CH:16]=3)=[CH:10][CH:11]=2)[CH2:6][CH2:5]1)(=[O:3])[CH3:2] |f:3.4.5.6,8.9.10.11|. Reported procedure: To a solution of 1-acetyl-5-bromoindoline (12.01 g) and 4-pyridinylboronic acid (9.22 g) in 1,2-dimethoxyethane (500 mL) were added [1,1′-bis-(diphenylphosphino)ferrocene]dichloropalladium(II), complex with dichloromethane (1.23 g) and potassium phosphate (31.9 g) at ambient temperature and the mixture was stirred at 100° C. for 20 hours. The mixture was evaporated in vacuo to remove 1,2-dimethoxyethane and the residue was dissolved in a mixture of ethyl acetate (600 mL) and water (300 mL). The ... Starting materials: B, O=C(O)CCCCCCCCCCBr, C1CCOC1. Yields the product OCCCCCCCCCCCBr. Reaction SMILES: [BH3:15].[Br:1][CH2:2][CH2:3][CH2:4][CH2:5][CH2:6][CH2:7][CH2:8][CH2:9][CH2:10][CH2:11][C:12](=[O:13])[OH:14].[O:16]1[CH2:17][CH2:18][CH2:19][CH2:20]1>>[Br:1][CH2:2][CH2:3][CH2:4][CH2:5][CH2:6][CH2:7][CH2:8][CH2:9][CH2:10][CH2:11][CH2:12][OH:13]. Reactants: CCOC(OCC)N(C)C, Nc1ncnc2c1ncn2C1CCC2CC(=O)NC1C2, CN(C)C=O. The product is CN(C)C=Nc1ncnc2c1ncn2C1CCC2CC(=O)NC1C2. As a reaction SMILES: [CH2:21]([O:22][CH:24]([O:23][CH2:28][CH3:29])[N:25]([CH3:26])[CH3:27])[CH3:30].[CH:1]12[CH:2]([n:11]3[c:12]4[n:13][cH:14][n:15][c:16]([NH2:20])[c:17]4[n:18][cH:19]3)[CH2:3][CH2:4][CH:5]([CH2:6][C:7](=[O:9])[NH:8]1)[CH2:10]2.[O:31]=[CH:32][N:33]([CH3:34])[CH3:35]>>[CH:1]12[CH:2]([n:11]3[c:12]4[n:13][cH:14][n:15][c:16]([N:20]=[CH:24][N:25]([CH3:26])[CH3:27])[c:17]4[n:18][cH:19]3)[CH2:3][CH2:4][CH:5]([CH2:6][C:7](=[O:9])[NH:8]1)[CH2:10]2. The reactants are ClC1(C(C1)C(=O)O)F (2-chloro-2-fluorocyclopropanecarboxylic acid), C(=O)(N1C=NC=C1)N1C=NC=C1 (1,1′-carbonyldiimidazole), C1(=CC=CC=C1)[C@@H](C)N ((R)-(+)-1-phenylethylamine). The solvent is C1CCOC1 (THF). Reaction conditions: time 1 hour. Product: ClC1(C(C1)C(=O)N[C@H](C)C1=CC=CC=C1)F (2-chloro-2-fluoro-N—((R)-1-phenylethyl)cyclopropanecarboxamide). Isolated yield 50.0%. RXN SMILES: [Cl:1][C:2]1([F:8])[CH2:4][CH:3]1[C:5](O)=[O:6].C(N1C=CN=C1)(N1C=CN=C1)=O.[C:21]1([C@H:27]([NH2:29])[CH3:28])[CH:26]=[CH:25][CH:24]=[CH:23][CH:22]=1>C1COCC1>[Cl:1][C:2]1([F:8])[CH2:4][CH:3]1[C:5]([NH:29][C@@H:27]([C:21]1[CH:26]=[CH:25][CH:24]=[CH:23][CH:22]=1)[CH3:28])=[O:6]. Procedure: To a solution of 2-chloro-2-fluorocyclopropanecarboxylic acid (112 g, 809 mmol) in THF (2.0 L) was added 1,1′-carbonyldiimidazole (170 g, 1.05 mmol). The reaction mixture was stirred at room temperature for 1 hour and then (R)-(+)-1-phenylethylamine (117.5 g, 971 mmol) was added. The reaction mixture was stirred at room temperature overnight. The solvent was evaporated in vacuo and the residue was extracted with ethyl acetate. The organic extract was washed with 2N aqueous HCl, brine, dried over... The reactants are CCO, CCOC(=O)Cn1c(=O)n(C2CCN(C3Cc4cccc5cccc3c45)CC2)c2ccccc21, [Na+], [OH-], O. Product: O=C(O)Cn1c(=O)n(C2CCN(C3Cc4cccc5cccc3c45)CC2)c2ccccc21. RXN SMILES: [CH3:38][CH2:39][OH:40].[CH:1]1([N:13]2[CH2:14][CH2:15][CH:16]([n:19]3[c:20](=[O:34])[n:21]([CH2:28][C:29](=[O:30])[O:31][CH2:32][CH3:33])[c:22]4[c:23]3[cH:24][cH:25][cH:26][cH:27]4)[CH2:17][CH2:18]2)[CH2:2][c:3]2[cH:4][cH:5][cH:6][c:7]3[cH:8][cH:9][cH:10][c:11]1[c:12]23.[Na+:36].[OH-:35].[OH2:37]>>[CH:1]1([N:13]2[CH2:14][CH2:15][CH:16]([n:19]3[c:20](=[O:34])[n:21]([CH2:28][C:29](=[O:30])[OH:31])[c:22]4[c:23]3[cH:24][cH:25][cH:26][cH:27]4)[CH2:17][CH2:18]2)[CH2:2][c:3]2[cH:4][cH:5][cH:6][c:7]3[cH:8][cH:9][cH:10][c:11]1[c:12]23. Reactants: Brc1ccc(Br)nc1, CN1CCCC1=O, [K+], [K+], O=C([O-])[O-], O, c1nc[nH]n1. Yields the product Brc1ccc(-n2cncn2)nc1. As a reaction SMILES: [Br:6][c:7]1[n:8][cH:9][c:10]([Br:13])[cH:11][cH:12]1.[CH3:21][N:22]1[CH2:23][CH2:24][CH2:25][C:26]1=[O:27].[K+:14].[K+:15].[O-:16][C:17]([O-:18])=[O:19].[OH2:20].[nH:1]1[n:2][cH:3][n:4][cH:5]1>>[n:1]1(-[c:7]2[n:8][cH:9][c:10]([Br:13])[cH:11][cH:12]2)[n:2][cH:3][n:4][cH:5]1. The reactants are NC1=C(C=CC(=N1)NC(OCC)=O)Cl (ethyl N-(6-amino-5-chloro-2-pyridyl)carbamate), CNC (dimethylamine). The solvent is C(C)O (ethanol). The product is CN(C(=O)NC1=NC(=C(C=C1)Cl)N)C (N,N-Dimethyl-N'-(6-amino-5-chloro-2-pyridyl)urea). Reaction SMILES: [NH2:1][C:2]1[N:7]=[C:6]([NH:8][C:9](=[O:13])OCC)[CH:5]=[CH:4][C:3]=1[Cl:14].[CH3:15][NH:16][CH3:17]>C(O)C>[CH3:15][N:16]([CH3:17])[C:9]([NH:8][C:6]1[CH:5]=[CH:4][C:3]([Cl:14])=[C:2]([NH2:1])[N:7]=1)=[O:13]. Procedure details: A mixture of ethyl N-(6-amino-5-chloro-2-pyridyl)carbamate (64.7 g., 0.3 mole), dimethylamine (45 g., 1.0 mole) and 300 ml. of ethanol is heated at 120° C. for 24 hours in a pressure vessel. The reaction mixture is then concentrated in vacuo and 68 g. of brown solid is obtained. Recrystallization from n-butyl chloride gives pure material, m.p. 139°-141° Reactants: CCn1nnnc1S, Cc1cc(C)n2nc(S)nc2n1, COc1ccc(CCC2(C3CCCC3)CC(O)=C(Cl)C(=O)O2)cc1. Product: CCn1nnnc1SC1=C(O)CC(CCc2ccc(OC)cc2)(C2CCCC2)OC1=O. Reaction SMILES: [CH2:1]([CH3:2])[n:3]1[n:4][n:5][n:6][c:7]1[SH:8].[CH3:9][c:10]1[cH:11][c:12]([CH3:13])[n:14]2[n:15][c:16]([SH:17])[n:18][c:19]2[n:20]1.[Cl:21][C:22]1=[C:27]([OH:28])[CH2:26][C:25]([CH:29]2[CH2:30][CH2:31][CH2:32][CH2:33]2)([CH2:34][CH2:35][c:36]2[cH:37][cH:38][c:39]([O:42][CH3:43])[cH:40][cH:41]2)[O:24][C:23]1=[O:44]>>[CH2:1]([CH3:2])[n:3]1[n:4][n:5][n:6][c:7]1[S:8][C:22]1=[C:27]([OH:28])[CH2:26][C:25]([CH:29]2[CH2:30][CH2:31][CH2:32][CH2:33]2)([CH2:34][CH2:35][c:36]2[cH:37][cH:38][c:39]([O:42][CH3:43])[cH:40][cH:41]2)[O:24][C:23]1=[O:44]. Reactants: P(=O)(Cl)(Cl)Cl (Phosphorus oxychloride), C1(CCCC1)CC1=NC2=C(C(=N1)O)CCC2 (2-cyclopentylmethyl-6,7-dihydro-5H-cyclopentapyrimidin-4-ol). Product: ClC1=NC(=NC2=C1CCC2)CC2CCCC2 (4-chloro-2-cyclopentylmethyl-6,7-dihydro-5H-cyclopentapyrimidine). Isolated yield 77.0%. As a reaction SMILES: P(Cl)(Cl)([Cl:3])=O.[CH:6]1([CH2:11][C:12]2[N:17]=[C:16](O)[C:15]3[CH2:19][CH2:20][CH2:21][C:14]=3[N:13]=2)[CH2:10][CH2:9][CH2:8][CH2:7]1>>[Cl:3][C:16]1[C:15]2[CH2:19][CH2:20][CH2:21][C:14]=2[N:13]=[C:12]([CH2:11][CH:6]2[CH2:10][CH2:9][CH2:8][CH2:7]2)[N:17]=1. Procedure details: Phosphorus oxychloride (4.6 mL, 51 mmol) was added to 2-cyclopentylmethyl-6,7-dihydro-5H-cyclopentapyrimidin-4-ol (3.7 g, 17 mmol) and the mixture was heated at reflux for 2 hours. Thereafter, volatiles were evaporated under reduced pressure and the mixture was poured over ice-water. The mixture was extracted with dichloromethane (3×60 mL). The combined organic extracts were washed with water, treated with activated charcoal, dried over anhydrous Na2SO4, filtered, and the filtrate was concentrat...